Dataset: the Open Reaction Database (ORD), a public repository of structured organic reaction records. Task: describe an organic reaction: reactants, conditions, products, and yield Starting materials: ClC=1C=C(C=CC1O)NC1=NC=NC2=CC=CC(=C12)O[C@@H](CN(C(C)=O)C)C (N-[(2R)-2-({4-[(3-chloro-4-hydroxyphenyl)amino]quinazolin-5-yl}oxy)propyl]-N-methylacetamide), CS(=O)(=O)OCC1=NC=CN=C1 (pyrazin-2-ylmethyl methanesulfonate). Yields the product ClC=1C=C(C=CC1OCC1=NC=CN=C1)NC1=NC=NC2=CC=CC(=C12)O[C@@H](CN(C(C)=O)C)C (N-{(2R)-2-[(4-{[3-Chloro-4-(pyrazin-2-ylmethoxy)phenyl]amino}quinazolin-5-yl)oxy]propyl}-N-methylacetamide). The yield is 61.0%. Reaction SMILES: [Cl:1][C:2]1[CH:3]=[C:4]([NH:9][C:10]2[C:19]3[C:14](=[CH:15][CH:16]=[CH:17][C:18]=3[O:20][C@H:21]([CH3:28])[CH2:22][N:23]([CH3:27])[C:24](=[O:26])[CH3:25])[N:13]=[CH:12][N:11]=2)[CH:5]=[CH:6][C:7]=1[OH:8].CS(O[CH2:34][C:35]1[CH:40]=[N:39][CH:38]=[CH:37][N:36]=1)(=O)=O>>[Cl:1][C:2]1[CH:3]=[C:4]([NH:9][C:10]2[C:19]3[C:14](=[CH:15][CH:16]=[CH:17][C:18]=3[O:20][C@H:21]([CH3:28])[CH2:22][N:23]([CH3:27])[C:24](=[O:26])[CH3:25])[N:13]=[CH:12][N:11]=2)[CH:5]=[CH:6][C:7]=1[O:8][CH2:34][C:35]1[CH:40]=[N:39][CH:38]=[CH:37][N:36]=1. Procedure: The procedure described in Example 4.1 was repeated using N-[(2R)-2-({4-[(3-chloro-4-hydroxyphenyl)amino]quinazolin-5-yl}oxy)propyl]-N-methylacetamide and pyrazin-2-ylmethyl methanesulfonate to give the title compound in 61% yield; NMR spectrum (DMSO-d6) 1.3 (d, 3H), 1.95 (s, 3H), 3.03 (s, 3H), 3.37 (1H obscured by H2O), 4.21 (dd, 1H), 5.08 (m, 1H), 5.37 (s, 2H), 7.29 (m, 3H), 7.70 (m, 2H), 8.11 (d, 1H), 8.46 (s, 1H), 8.66 (m, 2H), 8.85 (s, 1H), 9.94 (s, 1H); Mass Spectrum MH+ 493. The reactants are ClC=1C=CC(=C(C1)C(CN1C=NC=C1)=O)O (1-(5-chloro-2-hydroxyphenyl)-2-(1H-1-imidazolyl)-1-ethanone), ClC=1C=CC(=C(C1)C(CN1C=NC=C1)=O)O (1-(5-chloro-2-hydroxyphenyl)-2-(1H-1-imidazolyl)-1-ethanone), C1(CC1)[Mg]Br (cyclopropylmagnesium bromide). Yields the product ClC1=CC(=C(C=C1)O)C(CN1C=NC=C1)(O)C1CC1 (4-chloro-2-(1-cyclopropyl-1-hydroxy-2-(1H-1-imidazolyl)ethyl)phenol). The yield is 36.0%. Reaction SMILES: [Cl:1][C:2]1[CH:3]=[CH:4][C:5]([OH:16])=[C:6]([C:8](=[O:15])[CH2:9][N:10]2[CH:14]=[CH:13][N:12]=[CH:11]2)[CH:7]=1.[CH:17]1([Mg]Br)[CH2:19][CH2:18]1>>[Cl:1][C:2]1[CH:3]=[CH:4][C:5]([OH:16])=[C:6]([C:8]([CH:17]2[CH2:19][CH2:18]2)([OH:15])[CH2:9][N:10]2[CH:14]=[CH:13][N:12]=[CH:11]2)[CH:7]=1. Procedure details: The general procedure of Example 1 was repeated using 1-(5-chloro-2-hydroxyphenyl)-2-(1H-1-imidazolyl)-1-ethanone [compound (5-1)] and cyclopropylmagnesium bromide, to thereby yield 4-chloro-2-(1-cyclopropyl-1-hydroxy-2-(1H-1-imidazolyl)ethyl)phenol as colorless crystals (yield: 36.0%). Product: COCOc1cc(OCOC)c(-c2ccccc2)cc1C(=O)OC. The reactants are COCOc1cc(OCOC)c(C(=O)OC)cc1Br, COc1cccc(OC)c1-c1ccccc1P(C1CCCCC1)C1CCCCC1, CC(=O)[O-], CC(=O)[O-], OB(O)c1ccccc1, [Pd+2]. As a reaction SMILES: [CH3:1][O:2][C:3]([c:4]1[c:5]([O:15][CH2:16][O:17][CH3:18])[cH:6][c:7]([O:11][CH2:12][O:13][CH3:14])[c:8]([Br:10])[cH:9]1)=[O:19].[CH:29]1([P:30]([CH:31]2[CH2:32][CH2:33][CH2:34][CH2:35][CH2:36]2)[c:37]2[cH:38][cH:39][cH:40][cH:41][c:42]2-[c:43]2[c:44]([O:45][CH3:46])[cH:47][cH:48][cH:49][c:50]2[O:51][CH3:52])[CH2:53][CH2:54][CH2:55][CH2:56][CH2:57]1.[O-:59][C:60]([CH3:61])=[O:62].[O-:63][C:64]([CH3:65])=[O:66].[OH:20][B:21]([OH:22])[c:23]1[cH:24][cH:25][cH:26][cH:27][cH:28]1.[Pd+2:58]>>[CH3:1][O:2][C:3]([c:4]1[c:5]([O:15][CH2:16][O:17][CH3:18])[cH:6][c:7]([O:11][CH2:12][O:13][CH3:14])[c:8](-[c:23]2[cH:24][cH:25][cH:26][cH:27][cH:28]2)[cH:9]1)=[O:19]. Starting materials: O=C([O-])[O-], CC#CCn1c(Br)nc2c1c(=O)[nH]c(=O)n2C, CN1CCCC1=O, N#Cc1cccnc1CCl, [K+], [K+], O. The product is CC#CCn1c(Br)nc2c1c(=O)n(Cc1ncccc1C#N)c(=O)n2C. As a reaction SMILES: [C:18](=[O:19])([O-:20])[O-:21].[CH3:1][n:2]1[c:3](=[O:17])[nH:4][c:5](=[O:16])[c:6]2[n:7]([CH2:12][C:13]#[C:14][CH3:15])[c:8]([Br:11])[n:9][c:10]12.[CH3:24][N:25]1[CH2:26][CH2:27][CH2:28][C:29]1=[O:30].[Cl:31][CH2:32][c:33]1[n:34][cH:35][cH:36][cH:37][c:38]1[C:39]#[N:40].[K+:22].[K+:23].[OH2:41]>>[CH3:1][n:2]1[c:3](=[O:17])[n:4]([CH2:32][c:33]2[n:34][cH:35][cH:36][cH:37][c:38]2[C:39]#[N:40])[c:5](=[O:16])[c:6]2[n:7]([CH2:12][C:13]#[C:14][CH3:15])[c:8]([Br:11])[n:9][c:10]12. The reactants are FC(C(=O)OCC)(F)F (ethyl trifluoroacetate), C(C)#N (acetonitrile), [H-].[Na+] (NaH). The solvent is C1CCOC1 (THF), C1CCOC1 (THF). The product is FC(C(CC#N)=O)(F)F (4,4,4-trifluoro-3-oxo-butyronitrile). Isolated yield 109.4%. As a reaction SMILES: [F:1][C:2]([F:9])([F:8])[C:3]([O:5]CC)=O.[C:10](#[N:12])[CH3:11].[H-].[Na+]>C1COCC1>[F:9][C:2]([F:1])([F:8])[C:3](=[O:5])[CH2:11][C:10]#[N:12] |f:2.3|. Reported procedure: A solution of ethyl trifluoroacetate (14.2 g, 0.1 mol) and anhydrous acetonitrile (5.0 g, 0.12 mol) in THF (100 mL) was added dropwise to a suspension of NaH (60%, 6.0 g, 0.15 mol) in THF (100 mL) at 80° C. The resulting mixture was heated to reflux overnight, and then cooled to RT. The reaction mixture was concentrated in vacuo and the residue was diluted with EtOAc and 10% aq HCL. The organic layer was washed with water and brine, dried (MgSO4) and concentrated in vacuo to yield crude 4,4,4-tr... Reactants: NC1CN2C(=O)N(c3cc(Cl)cc(Cl)c3)C(=O)C2(Cc2ccc(Br)cc2)C1, C1CCOC1, CC(=O)OC(C)=O. The product is CC(=O)NC1CN2C(=O)N(c3cc(Cl)cc(Cl)c3)C(=O)C2(Cc2ccc(Br)cc2)C1. RXN SMILES: [Br:1][c:2]1[cH:3][cH:4][c:5]([CH2:6][C:7]23[C:8](=[O:25])[N:9]([c:17]4[cH:18][c:19]([Cl:24])[cH:20][c:21]([Cl:23])[cH:22]4)[C:10](=[O:16])[N:11]2[CH2:12][CH:13]([NH2:15])[CH2:14]3)[cH:26][cH:27]1.[CH2:35]1[O:36][CH2:37][CH2:38][CH2:39]1.[CH3:28][C:29](=[O:30])[O:31][C:32](=[O:33])[CH3:34]>>[Br:1][c:2]1[cH:3][cH:4][c:5]([CH2:6][C:7]23[C:8](=[O:25])[N:9]([c:17]4[cH:18][c:19]([Cl:24])[cH:20][c:21]([Cl:23])[cH:22]4)[C:10](=[O:16])[N:11]2[CH2:12][CH:13]([NH:15][C:29]([CH3:28])=[O:30])[CH2:14]3)[cH:26][cH:27]1. The reactants are NC=1C(=C(OC2CCC(CC2)C(=O)NC(C)C)C=CC1)C#N (4-(3-amino-2-cyanophenoxy)-N-isopropylcyclohexanecarboxamide), O=C(CC(=O)OCC)C (ethyl 3-oxobutanoate). The product is NC1=C(C(=NC2=CC=CC(=C12)OC1CCC(CC1)C(NC(C)C)=O)C)C(=O)OCC (ethyl 4-amino-5-((4-(isopropylcarbamoyl)cyclohexyl)oxy)-2-methyl-quinoline-3-carboxylate). As a reaction SMILES: [NH2:1][C:2]1[C:3]([C:21]#[N:22])=[C:4]([CH:18]=[CH:19][CH:20]=1)[O:5][CH:6]1[CH2:11][CH2:10][CH:9]([C:12]([NH:14][CH:15]([CH3:17])[CH3:16])=[O:13])[CH2:8][CH2:7]1.O=[C:24]([CH3:31])[CH2:25][C:26]([O:28][CH2:29][CH3:30])=[O:27]>>[NH2:22][C:21]1[C:3]2[C:2](=[CH:20][CH:19]=[CH:18][C:4]=2[O:5][CH:6]2[CH2:11][CH2:10][CH:9]([C:12](=[O:13])[NH:14][CH:15]([CH3:17])[CH3:16])[CH2:8][CH2:7]2)[N:1]=[C:24]([CH3:31])[C:25]=1[C:26]([O:28][CH2:29][CH3:30])=[O:27]. Procedure: Prepared as in Example 2a from 4-(3-amino-2-cyanophenoxy)-N-isopropylcyclohexanecarboxamide (Example 45b) and ethyl 3-oxobutanoate as a yellow solid (56%). MS 414 (MH+). Reactants: [Cl-].[NH4+] (ammonium chloride), [Cl-].[Nd+3].[Cl-].[Cl-] (neodymium chloride), C([O-])([O-])=O.[Na+].[Na+] (sodium carbonate). The reagents and catalysts are [Co](Cl)Cl (cobalt chloride). Run at temperature 50 celsius. Product: C([O-])([O-])=O.[Nd+3].C([O-])([O-])=O.C([O-])([O-])=O.[Nd+3] (neodymium carbonate). RXN SMILES: [Cl-].[NH4+].[Cl-].[Nd+3:4].[Cl-].[Cl-].[C:7](=[O:10])([O-:9])[O-:8].[Na+].[Na+]>[Co](Cl)Cl>[C:7](=[O:8])([O-:10])[O-:9].[Nd+3:4].[C:7](=[O:8])([O-:10])[O-:9].[C:7](=[O:8])([O-:10])[O-:9].[Nd+3:4] |f:0.1,2.3.4.5,6.7.8,10.11.12.13.14|. Reported procedure: A solution of cobalt chloride having a gravity of 1.20 g/cm3 containing ammonium chloride was mixed while stirring with a solution of neodymium chloride and heated to 50° C. A stoichiometric equivalent quantity of sodium carbonate solution of 60° C. having a gravity of 1.05 g/cm3 was added to the mixed solution while stirring. The precipitates of cobalt carbonate and neodymium carbonate were obtained after reaction, filtrated in a vacuum filtrator to remove the mother liquid, washed by distilled... The reactants are C(CC(O)(C(=O)[O-])CC(=O)[O-])(=O)[O-].[Na+].[Na+].[Na+] (trisodium citrate), ice, CCN(C(C)C)C(C)C (DIEA), C(=O)(Cl)Cl (phosgene), C1(=CC=CC=C1)C (toluene), COC=1C=C2C(=NC=NC2=CC1OC)C1CCNCC1 (6,7-dimethoxy-4-piperidin-4-yl-quinazoline). The solvent is C(Cl)Cl (DCM), C(Cl)Cl (DCM). Yields the product COC=1C=C2C(=NC=NC2=CC1OC)C1CCN(CC1)C(=O)Cl (4-(6,7-Dimethoxy-quinazolin-4-yl)-piperidine-1-carbonyl chloride). Isolated yield 51.0%. Reaction SMILES: [C:1]([Cl:4])(Cl)=[O:2].C1(C)C=CC=CC=1.[CH3:12][O:13][C:14]1[CH:15]=[C:16]2[C:21](=[CH:22][C:23]=1[O:24][CH3:25])[N:20]=[CH:19][N:18]=[C:17]2[CH:26]1[CH2:31][CH2:30][NH:29][CH2:28][CH2:27]1.CCN(C(C)C)C(C)C.C([O-])(=O)CC(CC([O-])=O)(C([O-])=O)O.[Na+].[Na+].[Na+]>C(Cl)Cl>[CH3:12][O:13][C:14]1[CH:15]=[C:16]2[C:21](=[CH:22][C:23]=1[O:24][CH3:25])[N:20]=[CH:19][N:18]=[C:17]2[CH:26]1[CH2:31][CH2:30][N:29]([C:1]([Cl:4])=[O:2])[CH2:28][CH2:27]1 |f:4.5.6.7|. Procedure: To a −78° C. solution of 1.85 M phosgene in toluene (15.8 mL, 29.3 mmol) and DCM (32 mL) was added 6,7-dimethoxy-4-piperidin-4-yl-quinazoline (4.00 g, 14.6 mmol), prepared as described in Example 1d, in one portion with stirring, followed immediately by the rapid addition of DIEA (2.66 mL, 16.1 mmol) along the walls of the flask over ˜5 sec. The flask was sealed and stirred at −78° C. for another 5 min before placing the flask in an ice bath with stirring at 0° C. for 30 min. The opaque easily s... Reactants: N[C@H](CO)COCC1=CC=CC=C1 ((R)-(+)-2-amino-3-benzyloxy-1-propanol), C1(CCCCC1)CC[C@@H]1OC1 (2-(S)-(2-cyclohexylethyl)-oxirane). Solvent: C(C)O (ethanol). Conditions: temperature 80 celsius. Product: C(C1=CC=CC=C1)OC[C@@H](CO)NC[C@H](CCC1CCCCC1)O (1-(1-(R)-benzyloxymethyl-2-hydroxyethylamino)-4-cyclohexylbutan-2-(S)-ol). Yield: 57.2%. Reaction SMILES: [NH2:1][C@@H:2]([CH2:5][O:6][CH2:7][C:8]1[CH:13]=[CH:12][CH:11]=[CH:10][CH:9]=1)[CH2:3][OH:4].[CH:14]1([CH2:20][CH2:21][C@H:22]2[CH2:24][O:23]2)[CH2:19][CH2:18][CH2:17][CH2:16][CH2:15]1>C(O)C>[CH2:7]([O:6][CH2:5][C@H:2]([NH:1][CH2:24][C@@H:22]([OH:23])[CH2:21][CH2:20][CH:14]1[CH2:19][CH2:18][CH2:17][CH2:16][CH2:15]1)[CH2:3][OH:4])[C:8]1[CH:13]=[CH:12][CH:11]=[CH:10][CH:9]=1. Procedure: Dissolve (R)-(+)-2-amino-3-benzyloxy-1-propanol (317 mg, 1.75 mmol) and 2-(S)-(2-cyclohexylethyl)-oxirane (270 mg, 1.75 mmol) in absolute ethanol (8 mL) and heat at 80° C. in a sealed glass pressure vessel overnight. Concentrate and purify (silica gel chromatography, eluting with 8:92 to 10:90 methanol:dichloromethane) to give the desired compound (336 mg, 57%).